This data is from the Open Reaction Database (ORD), a public repository of structured organic reaction records. The task is: describe an organic reaction: reactants, conditions, products, and yield The product is COCC(C)Oc1cc(Oc2cnc(C(=O)N3CCC3)cn2)cc(C(=O)O)c1. Reaction SMILES: [CH2:35]1[O:36][CH2:37][CH2:38][CH2:39]1.[CH3:30][OH:31].[Li+:32].[N:1]1([C:5](=[O:6])[c:7]2[n:8][cH:9][c:10]([O:13][c:14]3[cH:15][c:16]([C:17](=[O:18])[O:19][CH3:20])[cH:21][c:22]([O:24][CH:25]([CH2:26][O:27][CH3:28])[CH3:29])[cH:23]3)[n:11][cH:12]2)[CH2:2][CH2:3][CH2:4]1.[OH-:33].[OH2:34]>>[N:1]1([C:5](=[O:6])[c:7]2[n:8][cH:9][c:10]([O:13][c:14]3[cH:15][c:16]([C:17](=[O:18])[OH:19])[cH:21][c:22]([O:24][CH:25]([CH2:26][O:27][CH3:28])[CH3:29])[cH:23]3)[n:11][cH:12]2)[CH2:2][CH2:3][CH2:4]1. The reactants are C1CCOC1, CO, [Li+], COCC(C)Oc1cc(Oc2cnc(C(=O)N3CCC3)cn2)cc(C(=O)OC)c1, [OH-], O. Yields the product FC(C(=O)O)(F)F.NC(C(=O)NC1(CC1)C1=NC=CC=N1)CCN1N=CC=N1 (2-Amino-N-(1-pyrimidin-2-yl-cyclopropyl)-4-1,2,3-triazol-2-yl-butyramide trifluoroacetate). Reaction SMILES: C(OC(=O)[NH:7][CH:8]([C:16](=[O:27])[NH:17][C:18]1([C:21]2[N:26]=[CH:25][CH:24]=[CH:23][N:22]=2)[CH2:20][CH2:19]1)[CH2:9][CH2:10][N:11]1[N:15]=[CH:14][CH:13]=[N:12]1)(C)(C)C.[C:29]([OH:35])([C:31]([F:34])([F:33])[F:32])=[O:30]>C(Cl)Cl>[F:32][C:31]([F:34])([F:33])[C:29]([OH:35])=[O:30].[NH2:7][CH:8]([CH2:9][CH2:10][N:11]1[N:15]=[CH:14][CH:13]=[N:12]1)[C:16]([NH:17][C:18]1([C:21]2[N:26]=[CH:25][CH:24]=[CH:23][N:22]=2)[CH2:19][CH2:20]1)=[O:27] |f:3.4|. Solvent: C(Cl)Cl (CH2Cl2). Run at time 2 hour. Procedure details: To a solution of the [1-(1-pyrimidin-2-yl-cyclopropyl-carbamoyl)-3-1,2,3-triazol-2-yl-propyl]-carbamic acid tert-butyl ester (143 mg, 0.37 mmol) in CH2Cl2 (5 mL) was added TFA (0.14 mL, 1.85 mmol) and the mixture was stirred at rt for 2 h. The mixture was concentrated in vacuo and 106 mg of crude 2-amino-N-(1-pyrimidin-2-yl-cyclopropyl)-4-1,2,3-triazol-2-yl-butyramide trifluoroacetate. The title compound was used in subsequent reactions without further purification. Starting materials: C(C)(C)(C)OC(NC(CCN1N=CC=N1)C(NC1(CC1)C1=NC=CC=N1)=O)=O ([1-(1-pyrimidin-2-yl-cyclopropyl-carbamoyl)-3-1,2,3-triazol-2-yl-propyl]-carbamic acid tert-butyl ester), C(=O)(C(F)(F)F)O (TFA). The reactants are C(C1=CC=CC=C1)N1CCC2(C(NC(O2)=O)(C)O)CC1 (8-benzyl-4-hydroxy-4-methyl-2-oxo-1-oxa-3,8-diazaspiro[4,5]decane). Run in O1CCOCC1 (dioxane), O1CCOCC1 (dioxane). Product: C(C1=CC=CC=C1)N1CCC2(C(NC(O2)=O)=C)CC1 (8-benzyl-4-methylene-2-oxo-1-oxa-3,8-diazaspiro[4,5]decane). Yield: 62.0%. Reaction SMILES: [CH2:1]([N:8]1[CH2:20][CH2:19][C:11]2([O:15][C:14](=[O:16])[NH:13][C:12]2(O)[CH3:17])[CH2:10][CH2:9]1)[C:2]1[CH:7]=[CH:6][CH:5]=[CH:4][CH:3]=1>O1CCOCC1>[CH2:1]([N:8]1[CH2:20][CH2:19][C:11]2([O:15][C:14](=[O:16])[NH:13][C:12]2=[CH2:17])[CH2:10][CH2:9]1)[C:2]1[CH:3]=[CH:4][CH:5]=[CH:6][CH:7]=1. Procedure details: A solution containing 14.0 g of 8-benzyl-4-hydroxy-4-methyl-2-oxo-1-oxa-3,8-diazaspiro[4,5]decane in 210 ml of dioxane is boiled under nitrogen while azeotropically distilling out the water formed in the reaction. After termination of the reaction dioxane is evaporated under reduced pressure. The residue is recrystallized from ethanol under clarifying by activated carbon to give the title compound in 62% yield, m.p.: 169°-170° C. The reactants are BrC=1C(=NC=C(C(=O)NC2=CC=C(C=C2)OC(F)(F)F)C1)N(C)CCO (5-bromo-6-((2-hydroxyethyl)(methyl)amino)-N-(4-(trifluoromethoxy)phenyl)nicotinamide), FC=1C=C(C=NC1)B(O)O ((5-fluoropyridin-3-yl)boronic acid). Yields the product FC=1C=C(C=NC1)C=1C(=NC=C(C1)C(=O)NC1=CC=C(C=C1)OC(F)(F)F)N(C)CCO (5′-Fluoro-2-((2-hydroxyethyl)(methyl)amino)-N-(4-(trifluoromethoxy)phenyl)-[3,3′-bipyridine]-5-carboxamide). Reaction SMILES: Br[C:2]1[C:3]([N:22]([CH2:24][CH2:25][OH:26])[CH3:23])=[N:4][CH:5]=[C:6]([CH:21]=1)[C:7]([NH:9][C:10]1[CH:15]=[CH:14][C:13]([O:16][C:17]([F:20])([F:19])[F:18])=[CH:12][CH:11]=1)=[O:8].[F:27][C:28]1[CH:29]=[C:30](B(O)O)[CH:31]=[N:32][CH:33]=1>>[F:27][C:28]1[CH:29]=[C:30]([C:2]2[C:3]([N:22]([CH2:24][CH2:25][OH:26])[CH3:23])=[N:4][CH:5]=[C:6]([C:7]([NH:9][C:10]3[CH:15]=[CH:14][C:13]([O:16][C:17]([F:20])([F:19])[F:18])=[CH:12][CH:11]=3)=[O:8])[CH:21]=2)[CH:31]=[N:32][CH:33]=1. Reported procedure: The title compound was prepared in an analogous fashion to that described in Example 151 using 5-bromo-6-((2-hydroxyethyl)(methyl)amino)-N-(4-(trifluoromethoxy)phenyl)nicotinamide (Stage 151.1) and (5-fluoropyridin-3-yl)boronic acid to afford a white solid. UPLC-MS (Condition 3) tR=1.04 min, m/z=451.3 [M+H]+, m/z=449.2 [M−H]−; 1H-NMR (400 MHz, DMSO-d6) δ ppm 2.71 (s, 3H) 3.44-3.51 (m, 2H) 3.56 (q, J=5.40 Hz, 2H) 4.68 (t, J=5.14 Hz, 1H) 7.36 (d, J=8.41 Hz, 2H) 7.82-7.87 (m, 2H) 7.87-7.93 (m, 1H) ... Reactants: C(C)(C)(C)C1CCC(CC1)CC=1C=C2C=CC(=CC2=CC1)CN1CCC(CC1)C(=O)OCC (ethyl 1-((6-((4-(tert-butyl)cyclohexyl)methyl)naphthalen-2-yl)methyl)piperidine-4-carboxylate), [OH-].[Na+] (NaOH), O (H2O), Cl (HCl). Run in CO (MeOH). Conditions: temperature 80 celsius, time 4 hour. The product is C(C)(C)(C)C1CCC(CC1)CC=1C=C2C=CC(=CC2=CC1)CN1CCC(CC1)C(=O)O (1-((6-((4-(tert-butyl)cyclohexyl)methyl)naphthalen-2-yl)methyl)piperidine-4-carboxylic acid). Isolated yield 86.2%. As a reaction SMILES: [C:1]([CH:5]1[CH2:10][CH2:9][CH:8]([CH2:11][C:12]2[CH:13]=[C:14]3[C:19](=[CH:20][CH:21]=2)[CH:18]=[C:17]([CH2:22][N:23]2[CH2:28][CH2:27][CH:26]([C:29]([O:31]CC)=[O:30])[CH2:25][CH2:24]2)[CH:16]=[CH:15]3)[CH2:7][CH2:6]1)([CH3:4])([CH3:3])[CH3:2].[OH-].[Na+].O.Cl>CO>[C:1]([CH:5]1[CH2:6][CH2:7][CH:8]([CH2:11][C:12]2[CH:13]=[C:14]3[C:19](=[CH:20][CH:21]=2)[CH:18]=[C:17]([CH2:22][N:23]2[CH2:28][CH2:27][CH:26]([C:29]([OH:31])=[O:30])[CH2:25][CH2:24]2)[CH:16]=[CH:15]3)[CH2:9][CH2:10]1)([CH3:4])([CH3:2])[CH3:3] |f:1.2|. Procedure: To a solution of ethyl 1-((6-((4-(tert-butyl)cyclohexyl)methyl)naphthalen-2-yl)methyl)piperidine-4-carboxylate (150 mg, 0.33 mmol) in MeOH (5 mL) was added NaOH (68 mg, 1.7 mmol, 5.0 eq) and H2O (0.5 mL). The reaction mixture was stirred at 80° C. for 4 h. The pH of the solution was adjusted to 6 with 3 N HCl. The mixture was filtered and the yellow solid was purified by prep-HPLC (CH3CN: H2O/0.05% TFA=0-95%) to afford the desired product 1-((6-((4-(tert-butyl)cyclohexyl)methyl)naphthalen-2-yl)m... Reactants: COC(=O)c1cc(-n2cnnc2SC)ccc1OC, Cl, [Li+], C1CCOC1, [OH-], O. Product: COc1ccc(-n2cnnc2SC)cc1C(=O)O. RXN SMILES: [CH3:1][O:2][C:3]([c:4]1[c:5]([O:17][CH3:18])[cH:6][cH:7][c:8](-[n:10]2[c:11]([S:15][CH3:16])[n:12][n:13][cH:14]2)[cH:9]1)=[O:19].[ClH:23].[Li+:20].[O:24]1[CH2:25][CH2:26][CH2:27][CH2:28]1.[OH-:21].[OH2:22]>>[O:2]=[C:3]([c:4]1[c:5]([O:17][CH3:18])[cH:6][cH:7][c:8](-[n:10]2[c:11]([S:15][CH3:16])[n:12][n:13][cH:14]2)[cH:9]1)[OH:19]. The reactants are CCCCc1nc(CNC(=O)OC(C)(C)C)n[nH]1, CO, CCOC(=O)C(=N)CC. The product is CCCc1nc(CNC(=O)OC(C)(C)C)n[nH]1. As a reaction SMILES: [CH2:1]([CH2:2][CH2:3][CH3:4])[c:5]1[n:6][c:7]([CH2:10][NH:11][C:12](=[O:13])[O:14][C:15]([CH3:16])([CH3:17])[CH3:18])[n:8][nH:9]1.[CH3:28][OH:29].[NH:19]=[C:20]([CH2:21][CH3:22])[C:23]([O:24][CH2:25][CH3:26])=[O:27]>>[CH2:1]([CH2:2][CH3:3])[c:5]1[n:6][c:7]([CH2:10][NH:11][C:12](=[O:13])[O:14][C:15]([CH3:16])([CH3:17])[CH3:18])[n:8][nH:9]1.